This data is from the Open Reaction Database (ORD), a public repository of structured organic reaction records. The task is: describe an organic reaction: reactants, conditions, products, and yield Starting materials: Cc1ccccc1, CCO, N#Cc1ccccc1-c1cc([N+](=O)[O-])ccc1F, C1CCOC1, O, O, Cl[Sn]Cl. RXN SMILES: [CH3:24][c:25]1[cH:26][cH:27][cH:28][cH:29][cH:30]1.[CH3:31][CH2:32][OH:33].[F:1][c:2]1[c:3](-[c:11]2[c:12]([C:17]#[N:18])[cH:13][cH:14][cH:15][cH:16]2)[cH:4][c:5]([N+:8]([O-:9])=[O:10])[cH:6][cH:7]1.[O:34]1[CH2:35][CH2:36][CH2:37][CH2:38]1.[OH2:19].[OH2:20].[Sn:21]([Cl:22])[Cl:23]>>[F:1][c:2]1[c:3](-[c:11]2[c:12]([C:17]#[N:18])[cH:13][cH:14][cH:15][cH:16]2)[cH:4][c:5]([NH2:8])[cH:6][cH:7]1. Product: N#Cc1ccccc1-c1cc(N)ccc1F. The reactants are O=C1Cc2ccc(Br)cc2N1, CCCC[Sn](C#N)(CCCC)CCCC, [Cl-], [Cl-], [Cl-], [Cl-], CC(Cl)Cl, [NH4+], [NH4+], [NH4+], [NH4+], O, Cl[Pd]Cl, c1ccc(P(c2ccccc2)c2ccccc2)cc1, c1ccc(P(c2ccccc2)c2ccccc2)cc1. The product is N#Cc1ccc2c(c1)NC(=O)C2. As a reaction SMILES: [Br:1][c:2]1[cH:3][cH:4][c:5]2[c:9]([cH:10]1)[NH:8][C:7](=[O:11])[CH2:6]2.[CH2:12]([Sn:13]([CH2:14][CH2:15][CH2:16][CH3:17])([CH2:18][CH2:19][CH2:20][CH3:21])[C:25]#[N:26])[CH2:22][CH2:23][CH3:24].[Cl-:28].[Cl-:33].[Cl-:34].[Cl-:35].[Cl:77][CH:78]([Cl:79])[CH3:80].[NH4+:29].[NH4+:30].[NH4+:31].[NH4+:32].[OH2:27].[Pd:36]([Cl:37])[Cl:38].[c:39]1([P:40]([c:41]2[cH:42][cH:43][cH:44][cH:45][cH:46]2)[c:47]2[cH:48][cH:49][cH:50][cH:51][cH:52]2)[cH:53][cH:54][cH:55][cH:56][cH:57]1.[c:58]1([P:59]([c:60]2[cH:61][cH:62][cH:63][cH:64][cH:65]2)[c:66]2[cH:67][cH:68][cH:69][cH:70][cH:71]2)[cH:72][cH:73][cH:74][cH:75][cH:76]1>>[c:2]1([C:25]#[N:26])[cH:3][cH:4][c:5]2[c:9]([cH:10]1)[NH:8][C:7](=[O:11])[CH2:6]2. Starting materials: FC1=C2C(CN(N3C2=C(C(=C1F)F)C(C(=C3)C(=O)OCC)=O)C)C(=O)O (4,5,6-Trifluoro-2,3-dihydro-1-methyl-7-oxo-8-ethoxycarbonyl -1H,7H-pyrido[3,2,1-ij]cinnoline-3-carboxylic acid), O (water). The solvent is CN1C(CCC1)=O (N-methylpyrrolidone). Run at temperature 160 celsius. The product is FC1=C2CCN(N3C2=C(C(=C1F)F)C(C(C3)C(=O)OCC)=O)C (Ethyl 4,5,6-Trifluoro-2,8-dihydro-1-methyl-7-oxo-1H,7H -pyrido[3,2,1-ij]cinnoline-8-carboxylate). Isolated yield 48.1%. As a reaction SMILES: [F:1][C:2]1[C:11]([F:12])=[C:10]([F:13])[C:9]2[C:14](=[O:22])[C:15]([C:17]([O:19][CH2:20][CH3:21])=[O:18])=[CH:16][N:7]3[C:8]=2[C:3]=1[CH:4](C(O)=O)[CH2:5][N:6]3[CH3:23].O>CN1CCCC1=O>[F:1][C:2]1[C:11]([F:12])=[C:10]([F:13])[C:9]2[C:14](=[O:22])[CH:15]([C:17]([O:19][CH2:20][CH3:21])=[O:18])[CH2:16][N:7]3[C:8]=2[C:3]=1[CH2:4][CH2:5][N:6]3[CH3:23]. Reported procedure: 300 mg of the compound (197) obtained in Example 68 was dissolved in 6 ml of N-methylpyrrolidone, and the solution was heated at 160° C. for 3 hours. After air-cooling, the water was added to the reaction solution, and the solution was extracted with chloroform three times. After drying over magnesium sulfate, the solvent was removed by distillation. The residue was separated by column chromatography (silica gel, eluent solvent; chloroform) to obtain 128 mg of the subject compound (198) in a 49%... The product is ClC1=C(N=CC(=N1)N1[C@@H]2CCCN([C@@H]2CCC1)C(=O)N(C)C)C#N ((4aR,8aR)-5-(6-chloro-5-cyanopyrazin-2-yl)-N,N-dimethyloctahydro-1,5-naphthyridine-1(2H)-carboxamide). Reported procedure: Commercial (4aR,8aR)-decahydro-1,5-naphthyridine (423, 120 mg, 0.86 mmol) was dissolved in 2 mL NMP. To it were added DIEA (150 μL, 0.86 mmol) and then 3,5-dichloropyrazine-2-carbonitrile (150 mg, 0.86 mmol). The mixture was stirred at RT for 1.5 hour, and to it were added DIEA (450 μL, 2.58 mmol) and dimethylcarbamoyl chloride (240 μL, 2.58 mmol). The mixture was stirred at RT for overnight. It was diluted with 100 mL EtOAc, washed with water ×2, dried, concentrated in vacuo, and subjected to s... RXN SMILES: [NH:1]1[C@H:10]2[C@H:5]([NH:6][CH2:7][CH2:8][CH2:9]2)[CH2:4][CH2:3][CH2:2]1.CCN(C(C)C)C(C)C.[Cl:20][C:21]1[C:22]([C:28]#[N:29])=[N:23][CH:24]=[C:25](Cl)[N:26]=1.[CH3:30][N:31]([CH3:35])[C:32](Cl)=[O:33]>CN1C(=O)CCC1.CCOC(C)=O>[Cl:20][C:21]1[N:26]=[C:25]([N:1]2[CH2:2][CH2:3][CH2:4][C@@H:5]3[C@H:10]2[CH2:9][CH2:8][CH2:7][N:6]3[C:32]([N:31]([CH3:35])[CH3:30])=[O:33])[CH:24]=[N:23][C:22]=1[C:28]#[N:29]. The reactants are N1CCC[C@H]2NCCC[C@@H]12 ((4aR,8aR)-decahydro-1,5-naphthyridine), CCN(C(C)C)C(C)C (DIEA), ClC=1C(=NC=C(N1)Cl)C#N (3,5-dichloropyrazine-2-carbonitrile), CCN(C(C)C)C(C)C (DIEA), CN(C(=O)Cl)C (dimethylcarbamoyl chloride). Conditions: time 1.5 hour. Run in CCOC(=O)C (EtOAc), CN1CCCC1=O (NMP). The yield is 18.7%. Starting materials: ClCCl, CN, CC#N, O=C(Cl)c1cc(-c2cccnc2)n2c1CCCC2, Cl. Yields the product CNC(=O)c1cc(-c2cccnc2)n2c1CCCC2. As a reaction SMILES: [CH2:25]([Cl:26])[Cl:27].[CH3:20][NH2:21].[CH3:22][C:23]#[N:24].[Cl:2][C:3](=[O:4])[c:5]1[cH:6][c:7](-[c:14]2[cH:15][n:16][cH:17][cH:18][cH:19]2)[n:8]2[c:13]1[CH2:12][CH2:11][CH2:10][CH2:9]2.[ClH:1]>>[C:3](=[O:4])([c:5]1[cH:6][c:7](-[c:14]2[cH:15][n:16][cH:17][cH:18][cH:19]2)[n:8]2[c:13]1[CH2:12][CH2:11][CH2:10][CH2:9]2)[NH:24][CH3:23]. Starting materials: N1(CCC1)C(CC1=C(C=C(C=C1)O)OC)=O (1-(azetidin-1-yl)-2-(4-hydroxy-2-methoxyphenyl)ethanone), C1(=CC=CC=C1)P(C1=CC=CC=C1)C1=CC=CC=C1 (triphenylphosphine), CC(C)OC(=O)/N=N/C(=O)OC(C)C (DIAD), ClC=1C=NC(=NC1)N1CCC(CC1)[C@@H]1[C@@H](C1)CCO (2-{(1S,2R)-2-[1-(5-chloropyrimidin-2-yl)piperidin-4-yl]cyclopropyl}ethanol). Solvent: C1(=CC=CC=C1)C (toluene). Conditions: time 8 hour. Yields the product N1(CCC1)C(CC1=C(C=C(C=C1)OCC[C@H]1[C@H](C1)C1CCN(CC1)C1=NC=C(C=N1)Cl)OC)=O (1-(azetidin-1-yl)-2-[4-(2-{(1S,2R)-2-[1-(5-chloropyrimidin-2-yl)piperidin-4-yl]cyclopropyl}ethoxy)-2-methoxyphenyl]ethanone). As a reaction SMILES: [Cl:1][C:2]1[CH:3]=[N:4][C:5]([N:8]2[CH2:13][CH2:12][CH:11]([C@H:14]3[CH2:16][C@H:15]3[CH2:17][CH2:18][OH:19])[CH2:10][CH2:9]2)=[N:6][CH:7]=1.[N:20]1([C:24](=[O:35])[CH2:25][C:26]2[CH:31]=[CH:30][C:29](O)=[CH:28][C:27]=2[O:33][CH3:34])[CH2:23][CH2:22][CH2:21]1.C1(P(C2C=CC=CC=2)C2C=CC=CC=2)C=CC=CC=1.CC(OC(/N=N/C(OC(C)C)=O)=O)C>C1(C)C=CC=CC=1>[N:20]1([C:24](=[O:35])[CH2:25][C:26]2[CH:31]=[CH:30][C:29]([O:19][CH2:18][CH2:17][C@@H:15]3[CH2:16][C@@H:14]3[CH:11]3[CH2:12][CH2:13][N:8]([C:5]4[N:6]=[CH:7][C:2]([Cl:1])=[CH:3][N:4]=4)[CH2:9][CH2:10]3)=[CH:28][C:27]=2[O:33][CH3:34])[CH2:23][CH2:22][CH2:21]1. Reported procedure: 2-{(1S,2R)-2-[1-(5-chloropyrimidin-2-yl)piperidin-4-yl]cyclopropyl}ethanol (75 mg, 0.266 mmol) was dissolved in toluene (1 ml) and 1-(azetidin-1-yl)-2-(4-hydroxy-2-methoxyphenyl)ethanone (59 mg, 0.069 mmol), triphenylphosphine (105 mg, 0.399 mmol), and DIAD (78 μl, 0.399 mmol) added and the mixture stirred at RT overnight. The mixture was concentrated in vacuo and the residue purified by column chromatography using a Biotage RP C18 cartridge (30 g) using a gradient eluant of 0-100% water:acetoni... The reactants are C(C)(=O)Cl (Acetyl chloride), C1(O)=CC=C(O)C=C1 (hydroquinone). The product is C(C)(=O)OC1=CC=C(C=C1)O (4-acetoxy phenol). Reaction SMILES: [C:1](Cl)(=[O:3])[CH3:2].[C:5]1([CH:12]=[CH:11][C:9]([OH:10])=[CH:8][CH:7]=1)[OH:6]>>[C:1]([O:6][C:5]1[CH:12]=[CH:11][C:9]([OH:10])=[CH:8][CH:7]=1)(=[O:3])[CH3:2]. Procedure: Acetyl chloride is reacted with hydroquinone to give 4-acetoxy phenol expressed by the formula (16) shown below.